From a dataset of the Open Reaction Database (ORD), a public repository of structured organic reaction records. describe an organic reaction: reactants, conditions, products, and yield Reactants: C1(=CC=CC=C1)CC(=O)C1=CC(=CN1)C(=O)OC (methyl 5-phenylacetylpyrrole-3-carboxylate), [OH-].[Na+] (sodium hydroxide), crude product, Cl (hydrochloric acid). Solvent: CO (methanol). The product is C1(=CC=CC=C1)CC(=O)C1=CC(=CN1)C(=O)O (5-Phenylacetylpyrrole-3-carboxylic Acid). As a reaction SMILES: [C:1]1([CH2:7][C:8]([C:10]2[NH:14][CH:13]=[C:12]([C:15]([O:17]C)=[O:16])[CH:11]=2)=[O:9])[CH:6]=[CH:5][CH:4]=[CH:3][CH:2]=1.[OH-].[Na+].Cl>CO>[C:1]1([CH2:7][C:8]([C:10]2[NH:14][CH:13]=[C:12]([C:15]([OH:17])=[O:16])[CH:11]=2)=[O:9])[CH:2]=[CH:3][CH:4]=[CH:5][CH:6]=1 |f:1.2|. Procedure details: All of the methyl 5-phenylacetylpyrrole-3-carboxylate prepared by Example 80 was boiled with methanol (20 ml.) and 1N sodium hydroxide (15 ml.) for 90 minutes. The aqueous residue was cooled, acidified with conc. hydrochloric acid, and crude product (1.2 g.) recovered by filtration. Chromatography on 30 g. of silica gel, employing ethyl acetate-1/hexane-5/5% acetic acid as eluant, gave, on evaporation of the initial, ultraviolet absorbing fractions, purified 5-phenylacetylpyrrole-3-carboxylic ac... The reactants are COC(N[C@H](C(=O)N1CC2(OCCO2)C[C@H]1C=1NC(=CN1)C1=CC=C(C=C1)C1=CC2=CC=C(C=C2C=C1)C1=CN=C(N1)[C@H]1N(CCC1)C([C@@H](C1=CC=CC=C1)NC(=O)OC)=O)C(C)C)=O ((S)-1-((S)-8-(5-(4-(6-(2-((S)-1-((R)-2-(methoxycarbonylamino)-2-phenylacetyl)pyrrolidin-2-yl)-1H-imidazol-5-yl)naphthalen-2-yl)phenyl)-1H-imidazol-2-yl)-1,4-dioxa-7-azaspiro[4.4]nonan-7-yl)-3-methyl-1-oxobutan-2-ylcarbamic acid methyl ester), FC1(C2=CC(=CC=C2C=2C=CC(=CC12)C=1C=CC2=C(NC(=N2)[C@H]2N([C@@H]3CC[C@@H]2C3)C([C@H](C3CCOCC3)NC(OC)=O)=O)C1)C1=CN=C(N1)[C@H]1NCCC1)F (methyl (S)-2-((1R,3S,4R)-3-(6-(9,9-difluoro-7-(2-((S)-pyrrolidin-2-yl)-1H-imidazol-5-yl)-9H-fluoren-2-yl)-1H-benzo[d]imidazol-2-yl)-2-azabicyclo[2.2.1]heptan-2-yl)-2-oxo-1-(tetrahydro-2H-pyran-4-yl)ethylcarbamate), Cl (HCl). Yields the product COC(N[C@H](C(=O)N1[C@@H]2CC[C@@H]([C@H]1C1=NC3=C(N1)C=C(C=C3)C3=CC=1C(C4=CC(=CC=C4C1C=C3)C3=CN=C(N3)[C@H]3N(CCC3)C([C@@H](C3=CC=CC=C3)NC(=O)OC)=O)(F)F)C2)C2CCOCC2)=O ((S)-2-((1R,3S,4R)-3-(6-(9,9-difluoro-7-(2-((S)-1-((R)-2-(methoxycarbonylamino)-2-phenylacetyl)pyrrolidin-2-yl)-1H-imidazol-5-yl)-9H-fluoren-2-yl)-1H-benzo[d]imidazol-2-yl)-2-azabicyclo[2.2.1]heptan-2-yl)-2-oxo-1-(tetrahydro-2H-pyran-4-yl)ethylcarbamic acid methyl ester). RXN SMILES: COC(=O)N[C@@H](C(C)C)C(N1[C@H](C2NC(C3C=CC(C4C=CC5C(=CC=C(C6NC([C@@H]7CCCN7[C:48](=[O:61])[C@H:49]([NH:56][C:57]([O:59][CH3:60])=[O:58])[C:50]7[CH:55]=[CH:54][CH:53]=[CH:52][CH:51]=7)=NC=6)C=5)C=4)=CC=3)=CN=2)CC2(OCCO2)C1)=O.[F:66][C:67]1([F:120])[C:79]2[CH:78]=[C:77]([C:80]3[CH:81]=[CH:82][C:83]4[N:87]=[C:86]([C@@H:88]5[C@H:93]6[CH2:94][C@@H:90]([CH2:91][CH2:92]6)[N:89]5[C:95](=[O:108])[C@@H:96]([NH:103][C:104](=[O:107])[O:105][CH3:106])[CH:97]5[CH2:102][CH2:101][O:100][CH2:99][CH2:98]5)[NH:85][C:84]=4[CH:109]=3)[CH:76]=[CH:75][C:74]=2[C:73]2[C:68]1=[CH:69][C:70]([C:110]1[NH:114][C:113]([C@@H:115]3[CH2:119][CH2:118][CH2:117][NH:116]3)=[N:112][CH:111]=1)=[CH:71][CH:72]=2.Cl>>[CH3:106][O:105][C:104](=[O:107])[NH:103][C@@H:96]([CH:97]1[CH2:98][CH2:99][O:100][CH2:101][CH2:102]1)[C:95]([N:89]1[C@H:88]([C:86]2[NH:85][C:84]3[CH:109]=[C:80]([C:77]4[CH:76]=[CH:75][C:74]5[C:73]6[C:68](=[CH:69][C:70]([C:110]7[NH:114][C:113]([C@@H:115]8[CH2:119][CH2:118][CH2:117][N:116]8[C:48](=[O:61])[C@H:49]([NH:56][C:57]([O:59][CH3:60])=[O:58])[C:50]8[CH:55]=[CH:54][CH:53]=[CH:52][CH:51]=8)=[N:112][CH:111]=7)=[CH:71][CH:72]=6)[C:67]([F:66])([F:120])[C:79]=5[CH:78]=4)[CH:81]=[CH:82][C:83]=3[N:87]=2)[C@H:93]2[CH2:94][C@H:90]1[CH2:91][CH2:92]2)=[O:108]. Procedure details: The title compound was prepared according to the method employed to prepare (S)-1-((S)-8-(5-(4-(6-(2-((S)-1-((R)-2-(methoxycarbonylamino)-2-phenylacetyl)pyrrolidin-2-yl)-1H-imidazol-5-yl)naphthalen-2-yl)phenyl)-1H-imidazol-2-yl)-1,4-dioxa-7-azaspiro[4.4]nonan-7-yl)-3-methyl-1-oxobutan-2-ylcarbamic acid methyl ester, except that methyl (S)-2-((1R,3S,4R)-3-(6-(9,9-difluoro-7-(2-((S)-pyrrolidin-2-yl)-1H-imidazol-5-yl)-9H-fluoren-2-yl)-1H-benzo[d]imidazol-2-yl)-2-azabicyclo[2.2.1]heptan-2-yl)-2-oxo-... The reactants are N#Cc1cnc2cc(O)c(O)cc2c1Nc1cccc(Br)c1, O=C([O-])O, CN(C)c1ccccn1, CC(=O)OC(C)=O, CO, [Na+], O, c1ccncc1. The product is CC(=O)N(c1cccc(Br)c1)c1c(C#N)cnc2cc(O)c(O)cc12. RXN SMILES: [Br:1][c:2]1[cH:3][c:4]([NH:8][c:9]2[c:10]([C:21]#[N:22])[cH:11][n:12][c:13]3[cH:14][c:15]([OH:20])[c:16]([OH:19])[cH:17][c:18]23)[cH:5][cH:6][cH:7]1.[C:39](=[O:40])([OH:41])[O-:42].[CH3:23][N:24]([c:25]1[cH:26][cH:27][cH:28][cH:29][n:30]1)[CH3:31].[CH3:32][C:33](=[O:34])[O:35][C:36](=[O:37])[CH3:38].[CH3:45][OH:46].[Na+:43].[OH2:44].[cH:47]1[cH:48][cH:49][n:50][cH:51][cH:52]1>>[Br:1][c:2]1[cH:3][c:4]([N:8]([c:9]2[c:10]([C:21]#[N:22])[cH:11][n:12][c:13]3[cH:14][c:15]([OH:20])[c:16]([OH:19])[cH:17][c:18]23)[C:33]([CH3:32])=[O:34])[cH:5][cH:6][cH:7]1. Reactants: CS(=O)(=O)O.C(C1=CC=CC=C1)OC(=O)NCCCCCC(=O)OC1=CC2=CC=C(C=C2C=C1)C(N)=N (6-amidino-2-naphthyl ε-benzyloxycarbonylaminocaproate methanesulfonate), CS(=O)(=O)O (methanesulfonic acid), [H][H] (Hydrogen). The reagents and catalysts are [C].[Pd] (palladium-carbon). The solvent is CN(C=O)C (dimethylformamide). The product is NCCCCCC(=O)OC1=CC2=CC=C(C=C2C=C1)C(N)=N (6-amidino-2-naphthyl ε-aminocaproate). The yield is 36.6%. RXN SMILES: CS(O)(=O)=O.C(OC([NH:16][CH2:17][CH2:18][CH2:19][CH2:20][CH2:21][C:22]([O:24][C:25]1[CH:34]=[CH:33][C:32]2[C:27](=[CH:28][CH:29]=[C:30]([C:35](=[NH:37])[NH2:36])[CH:31]=2)[CH:26]=1)=[O:23])=O)C1C=CC=CC=1.CS(O)(=O)=O.[H][H]>[C].[Pd].CN(C)C=O>[NH2:16][CH2:17][CH2:18][CH2:19][CH2:20][CH2:21][C:22]([O:24][C:25]1[CH:34]=[CH:33][C:32]2[C:27](=[CH:28][CH:29]=[C:30]([C:35](=[NH:36])[NH2:37])[CH:31]=2)[CH:26]=1)=[O:23] |f:0.1,4.5|. Procedure details: To 40 ml of anhydrous dimethylformamide, were added 4.2 g of 6-amidino-2-naphthyl ε-benzyloxycarbonylaminocaproate methanesulfonate, 1.0 g of methanesulfonic acid, and 0.2 g of 10% palladium-carbon. Hydrogen was passed for 4 hours through the vigorously stirred mixture. After removing the palladium-carbon by filtration, the filtrate was poured into stirred ethyl ether. An oily substance which separated out was washed with ethyl ether and recrystallized from ethanol to obtain 0.87 g of white crys...